Dataset: the Open Reaction Database (ORD), a public repository of structured organic reaction records. Task: describe an organic reaction: reactants, conditions, products, and yield Reactants: COC(=O)c1ccc2c(C3CCCCC3)c3n(c2c1)CC(OCCN(C)Cc1ccccc1)COc1ccccc1-3, CO. Yields the product CNCCOC1COc2ccccc2-c2c(C3CCCCC3)c3ccc(C(=O)OC)cc3n2C1. RXN SMILES: [CH3:1][O:2][C:3](=[O:4])[c:5]1[cH:6][cH:7][c:8]2[c:9]([CH:36]3[CH2:37][CH2:38][CH2:39][CH2:40][CH2:41]3)[c:10]3[n:11]([c:34]2[cH:35]1)[CH2:12][CH:13]([O:22][CH2:23][CH2:24][N:25]([CH3:26])[CH2:27][c:28]1[cH:29][cH:30][cH:31][cH:32][cH:33]1)[CH2:14][O:15][c:16]1[c:17]-3[cH:18][cH:19][cH:20][cH:21]1.[CH3:42][OH:43]>>[CH3:1][O:2][C:3](=[O:4])[c:5]1[cH:6][cH:7][c:8]2[c:9]([CH:36]3[CH2:37][CH2:38][CH2:39][CH2:40][CH2:41]3)[c:10]3[n:11]([c:34]2[cH:35]1)[CH2:12][CH:13]([O:22][CH2:23][CH2:24][NH:25][CH3:26])[CH2:14][O:15][c:16]1[c:17]-3[cH:18][cH:19][cH:20][cH:21]1. Starting materials: IC1=C(C(=C(C(=C1CC)I)CC)I)C1=CC(=C(C=C1)C(=O)O)[N+](=O)[O-] (2′,4′,6′-triiodo-3′,5′-bis(ethyl)-3-nitrobiphenyl-4-carboxylic acid), S(=O)(Cl)Cl (thionyl chloride). The product is IC1=C(C(=C(C(=C1CC)I)CC)I)C1=CC(=C(C=C1)C(=O)Cl)[N+](=O)[O-] (2′,4′,6′-triiodo-3′,5′-bis(ethyl)-3-nitrobiphenyl-4-carbonyl chloride). As a reaction SMILES: [I:1][C:2]1[C:7]([CH2:8][CH3:9])=[C:6]([I:10])[C:5]([CH2:11][CH3:12])=[C:4]([I:13])[C:3]=1[C:14]1[CH:19]=[CH:18][C:17]([C:20](O)=[O:21])=[C:16]([N+:23]([O-:25])=[O:24])[CH:15]=1.S(Cl)([Cl:28])=O>>[I:1][C:2]1[C:7]([CH2:8][CH3:9])=[C:6]([I:10])[C:5]([CH2:11][CH3:12])=[C:4]([I:13])[C:3]=1[C:14]1[CH:19]=[CH:18][C:17]([C:20]([Cl:28])=[O:21])=[C:16]([N+:23]([O-:25])=[O:24])[CH:15]=1. Reported procedure: 2′,4′,6′-triiodo-3′,5′-bis(ethyl)-3-nitrobiphenyl-4-carboxylic acid (18) is reacted with thionyl chloride to yield 2′,4′,6′-triiodo-3′,5′-bis(ethyl)-3-nitrobiphenyl-4-carbonyl chloride (19). Reactants: ClC1=CC(=C(C=N1)C(=O)NC1=CC2=C(CCC=3C(=NN(C23)C2=CC=C(C=C2)F)C(=O)N)C=C1)C (8-{[(6-chloro-4-methylpyridin-3-yl)carbonyl]amino}-1-(4-fluorophenyl)-4,5-dihydro-1H-benzo[g]indazole-3-carboxamide), N1CCOCC1 (morpholine), O (water). Solvent: CN(C(C)=O)C (N,N-dimethylacetamide). Conditions: temperature 100 celsius, time 27 hour. Product: FC1=CC=C(C=C1)N1N=C(C=2CCC3=C(C12)C=C(C=C3)NC(=O)C=3C=NC(=CC3C)N3CCOCC3)C(=O)N (1-(4-fluorophenyl)-8-{[(4-methyl-6-morpholin-4-ylpyridin-3-yl)carbonyl]amino}-4,5-dihydro-1H-benzo[g]indazole-3-carboxamide). RXN SMILES: Cl[C:2]1[N:7]=[CH:6][C:5]([C:8]([NH:10][C:11]2[CH:33]=[CH:32][C:14]3[CH2:15][CH2:16][C:17]4[C:18]([C:29]([NH2:31])=[O:30])=[N:19][N:20]([C:22]5[CH:27]=[CH:26][C:25]([F:28])=[CH:24][CH:23]=5)[C:21]=4[C:13]=3[CH:12]=2)=[O:9])=[C:4]([CH3:34])[CH:3]=1.[NH:35]1[CH2:40][CH2:39][O:38][CH2:37][CH2:36]1.O>CN(C)C(=O)C>[F:28][C:25]1[CH:26]=[CH:27][C:22]([N:20]2[C:21]3[C:13]4[CH:12]=[C:11]([NH:10][C:8]([C:5]5[CH:6]=[N:7][C:2]([N:35]6[CH2:40][CH2:39][O:38][CH2:37][CH2:36]6)=[CH:3][C:4]=5[CH3:34])=[O:9])[CH:33]=[CH:32][C:14]=4[CH2:15][CH2:16][C:17]=3[C:18]([C:29]([NH2:31])=[O:30])=[N:19]2)=[CH:23][CH:24]=1. Procedure details: The title compound of Example 246 (1.47 mmoles) and morpholine (23.1 mmoles) were dissolved in 10 mL of N,N-dimethylacetamide. The reaction mixture was then placed under nitrogen and stirred in an oil bath at 100° C. for 27 h. The mixture was partially stripped of solvent then added to water, filtered, and washed with water. The solid was recrystallized from acetonitrile, then dissolved in acetonitrile and dried over anhydrous MgSO4. The solvent was then stripped down to a solid. Mp: 301° C. (de... Starting materials: CCO, O=Cc1ccccc1O, COc1cc(-c2nn(C3CCC(N4CCN(C)CC4)CC3)c3ncnc(N)c23)ccc1N. The product is COc1cc(-c2nn(C3CCC(N4CCN(C)CC4)CC3)c3ncnc(N)c23)ccc1N=Cc1ccccc1O. As a reaction SMILES: [CH3:42][CH2:43][OH:44].[CH:1](=[O:2])[c:3]1[cH:4][cH:5][cH:6][cH:7][c:8]1[OH:9].[NH2:10][c:11]1[c:12]([O:40][CH3:41])[cH:13][c:14](-[c:17]2[n:18][n:19]([CH:27]3[CH2:28][CH2:29][CH:30]([N:33]4[CH2:34][CH2:35][N:36]([CH3:39])[CH2:37][CH2:38]4)[CH2:31][CH2:32]3)[c:20]3[n:21][cH:22][n:23][c:24]([NH2:26])[c:25]23)[cH:15][cH:16]1>>[CH:1]([c:3]1[cH:4][cH:5][cH:6][cH:7][c:8]1[OH:9])=[N:10][c:11]1[c:12]([O:40][CH3:41])[cH:13][c:14](-[c:17]2[n:18][n:19]([CH:27]3[CH2:28][CH2:29][CH:30]([N:33]4[CH2:34][CH2:35][N:36]([CH3:39])[CH2:37][CH2:38]4)[CH2:31][CH2:32]3)[c:20]3[n:21][cH:22][n:23][c:24]([NH2:26])[c:25]23)[cH:15][cH:16]1. The reactants are C(C)(=O)O (acetic acid), C(=O)(OC(C)(C)C)N(CC=1NC=CN1)CC1=CC=C(C(=O)NCCCCN(CCC)CCC)C=C1 (4-{[N-Boc-N-(1H-imidazol-2-ylmethyl)amino]methyl}-N-(4-dipropylaminobutyl)benzamide), C(=O)C=1SC=CN1 (2-formylthiazole), C(#N)[BH3-].[Na+] (sodium cyanoborohydride). The solvent is CO (methanol). Reaction conditions: time 39.5 hour. Product: C(CC)N(CCCCNC(C1=CC=C(C=C1)CN(CC=1SC=CN1)CC=1NC=CN1)=O)CCC (N-(4-dipropylaminobutyl)-4-{[(1H-imidazol-2-ylmethyl)-(thiazol-2-ylmethyl)-amino]-methyl}-benzamide). As a reaction SMILES: [C:1]([N:8]([CH2:15][C:16]1[CH:35]=[CH:34][C:19]([C:20]([NH:22][CH2:23][CH2:24][CH2:25][CH2:26][N:27]([CH2:31][CH2:32][CH3:33])[CH2:28][CH2:29][CH3:30])=[O:21])=[CH:18][CH:17]=1)[CH2:9][C:10]1[NH:11][CH:12]=[CH:13][N:14]=1)(OC(C)(C)C)=O.C([C:38]1[S:39][CH:40]=[CH:41][N:42]=1)=O.C([BH3-])#N.[Na+].C(O)(=O)C>CO>[CH2:28]([N:27]([CH2:31][CH2:32][CH3:33])[CH2:26][CH2:25][CH2:24][CH2:23][NH:22][C:20](=[O:21])[C:19]1[CH:18]=[CH:17][C:16]([CH2:15][N:8]([CH2:9][C:10]2[NH:11][CH:12]=[CH:13][N:14]=2)[CH2:1][C:38]2[S:39][CH:40]=[CH:41][N:42]=2)=[CH:35][CH:34]=1)[CH2:29][CH3:30] |f:2.3|. Procedure details: The compound (39.8 mg) obtained in Example 1-3 and 2-formylthiazole (manufactured by Tokyo Kasei Kogyo Co., Ltd.) (16.9 mg) were dissolved in anhydrous methanol (2.0 ml) and then added with sodium cyanoborohydride (18.9 mg). The solution was adjusted to pH 5 with acetic acid and then stirred at room temperature for 39.5 hours. After completion of the reaction, the solvent was distilled off. The residue was dissolved in chloroform and then washed with 1 mol/l sodium hydroxide and saturated saline... Starting materials: ClC1=C(C(=NN1C)C(F)F)C=O (5-chloro-3-(difluoromethyl)-1-methyl-1H-pyrazole-4-carbaldehyde), FC(C1=CC=C(C=C1)O)(F)F (4-(trifluoromethyl)phenol), C([O-])([O-])=O.[K+].[K+] (potassium carbonate). Yields the product FC(C1=NN(C(=C1C(=O)O)OC1=CC=C(C=C1)C(F)(F)F)C)F (3-(difluoromethyl)-1-methyl-5-(4-(trifluoromethyl)phenoxy)-1H-pyrazole-4-carboxylic acid). As a reaction SMILES: Cl[C:2]1[N:6]([CH3:7])[N:5]=[C:4]([CH:8]([F:10])[F:9])[C:3]=1[CH:11]=[O:12].[F:13][C:14]([F:23])([F:22])[C:15]1[CH:20]=[CH:19][C:18]([OH:21])=[CH:17][CH:16]=1.C(=O)([O-])[O-:25].[K+].[K+]>>[F:9][CH:8]([F:10])[C:4]1[C:3]([C:11]([OH:12])=[O:25])=[C:2]([O:21][C:18]2[CH:17]=[CH:16][C:15]([C:14]([F:22])([F:23])[F:13])=[CH:20][CH:19]=2)[N:6]([CH3:7])[N:5]=1 |f:2.3.4|. Reported procedure: The title compound was prepared using 5-chloro-3-(difluoromethyl)-1-methyl-1H-pyrazole-4-carbaldehyde and 4-(trifluoromethyl)phenol in the manner similar to the method in Production Example 1 above except potassium carbonate was used instead of potassium hydroxide. Reactants: C[Al](C)C (Trimethylaluminum), N-butanethiol, COC1=NC(=NC(=C1)C)NC(=O)NS(=O)(=O)C1=C(C=CC=C1)C(=O)OC (N-[(4-methoxy-6-methylpyrimidin-2-yl)aminocarbonyl]-2-methoxycarbonylbenzenesulfonamide). Solvent: hexanes, C1(=CC=CC=C1)C (toluene), C1(=CC=CC=C1)C (toluene). Run at temperature 80 celsius. Yields the product COC1=NC(=NC(=C1)C)NC(=O)NS(=O)(=O)C1=C(C=CC=C1)C(=O)SCCCC (N[(4-methoxy-6-methylpyrimidin-2-yl)aminocarbonyl]-2-(n-butylthio)carbonylbenzenesulfonamide). The yield is 109.6%. RXN SMILES: C[Al](C)C.[CH3:5][O:6][C:7]1[CH:12]=[C:11]([CH3:13])[N:10]=[C:9]([NH:14][C:15]([NH:17][S:18]([C:21]2[CH:26]=[CH:25][CH:24]=[CH:23][C:22]=2[C:27](OC)=[O:28])(=[O:20])=[O:19])=[O:16])[N:8]=1>C1(C)C=CC=CC=1>[CH3:5][O:6][C:7]1[CH:12]=[C:11]([CH3:13])[N:10]=[C:9]([NH:14][C:15]([NH:17][S:18]([C:21]2[CH:26]=[CH:25][CH:24]=[CH:23][C:22]=2[C:27]([S:18][CH2:21][CH2:22][CH2:23][CH3:24])=[O:28])(=[O:19])=[O:20])=[O:16])[N:8]=1. Reported procedure: Trimethylaluminum (1.5 ml) (2M) was charged via syringe to 5.0 ml dry toluene under nitrogen atmosphere and 0.54 g (0.006 mole) N-butanethiol in 2.0 ml toluene was added dropwise. N-[(4-methoxy-6-methylpyrimidin-2-yl)aminocarbonyl]-2-methoxycarbonylbenzenesulfonamide (0.95 g) was added portionwise and the mixture warmed to 80° C. for 3 hr. After cooling to room temperature, the mixture was quenched with 25 ml of 10% HCl. Methylene chloride was added, separated, dried over magnesium sulfate, filt... Reactants: ClC1=C2C=NNC2=CC=C1 (4-chloro-1H-indazole), C1(=CC=C(C=C1)S(=O)(=O)[O-])C.[NH+]1=CC=CC=C1 (pyridinium p-toluenesulfonate), O1CCCC=C1 (3,4-dihydro-2H-pyran). Run in C(Cl)Cl (CH2Cl2), C(Cl)Cl (CH2Cl2). Reaction conditions: temperature 45 celsius. Yields the product ClC1=C2C=NN(C2=CC=C1)C1OCCCC1 (4-chloro-1-(tetrahydro-2H-pyran-2-yl)-1H-indazole). Reaction SMILES: [Cl:1][C:2]1[CH:10]=[CH:9][CH:8]=[C:7]2[C:3]=1[CH:4]=[N:5][NH:6]2.C1(C)C=CC(S([O-])(=O)=O)=CC=1.[NH+]1C=CC=CC=1.[O:28]1[CH:33]=[CH:32][CH2:31][CH2:30][CH2:29]1>C(Cl)Cl>[Cl:1][C:2]1[CH:10]=[CH:9][CH:8]=[C:7]2[C:3]=1[CH:4]=[N:5][N:6]2[CH:29]1[CH2:30][CH2:31][CH2:32][CH2:33][O:28]1 |f:1.2|. Reported procedure: To a 1 L flask with mechanical stirrer was added 4-chloro-1H-indazole (75.0 g, 0.492 mol), pyridinium p-toluenesulfonate (1.24 g, 4.92 mmol), CH2Cl2 (500 ml) and 3,4-dihydro-2H-pyran (98.6 ml, 1.08 mol). With stirring, this mixture was heated to 45° C. for 16 hours. Analysis of reaction mixture shows production of both isomers of product. Cooled reaction to 25° C. and added CH2Cl2 (200 ml). Washed the solution with water (300 ml) and saturated NaHCO3 (250 ml). Dried the organics with MgSO4 and c... Reactants: O (H2O), C(C1=CC=CC=C1)OC1=CC=C(C=C1)C=1NC=C(N1)C(=O)O (2-(p-Benzyloxyphenyl)imidazole-4-carboxylic acid), [H-].[Na+] (NaH), C(C)I (ethyliodide). The solvent is CN(C)C=O (DMF), CN(C)C=O (DMF). Conditions: temperature 60 celsius, time 0.5 hour. Yields the product C(C1=CC=CC=C1)OC1=C(C=CC=C1)C=1NC=C(N1)C(=O)OCC (2-(Benzyloxyphenyl)-4-carboethoxyimidazole). Yield: 31.0%. As a reaction SMILES: C(O[C:9]1[CH:14]=[CH:13][C:12]([C:15]2[NH:16][CH:17]=[C:18]([C:20]([OH:22])=[O:21])[N:19]=2)=[CH:11][CH:10]=1)C1C=CC=CC=1.[H-].[Na+].[CH2:25](I)[CH3:26].[OH2:28]>CN(C=O)C>[CH2:15]([O:28][C:11]1[CH:10]=[CH:9][CH:14]=[CH:13][C:12]=1[C:15]1[NH:16][CH:17]=[C:18]([C:20]([O:22][CH2:25][CH3:26])=[O:21])[N:19]=1)[C:12]1[CH:13]=[CH:14][CH:9]=[CH:10][CH:11]=1 |f:1.2|. Procedure: Under N2, a suspension of 16 (11.5 g, 0.039 mol), NaH (60% oil dispersion, 1.64 g, 0.041 mol) and DMF (225 ml) was heated with stirring at 60° C. After 0.5 hour, a solution of ethyliodide (6.0 g, 0.039 mol) in DMF (75 ml) was added dropwise. After the addition, the reaction was allowed to stir at room temperature overnight, then poured into H2O and extracted with EtOAc (4×). The combined organic layers were backwashed with H2O, saturated Na2CO3, saturated NaCl, dried, filtered and concentrated t...